From a dataset of the Open Reaction Database (ORD), a public repository of structured organic reaction records. describe an organic reaction: reactants, conditions, products, and yield Starting materials: ClC1=C(C(=CC(=C1)Cl)NC)[N+](=O)[O-] (2,4-dichloro-6-methylaminonitrobenzene), solution, N (ammonia). The solvent is O (water), C(C)O (ethanol). Yields the product ClC1=CC(=C(C(=C1)NC)[N+](=O)[O-])N (4-chloro-2-amino-6-methylaminonitrobenzene). RXN SMILES: Cl[C:2]1[CH:7]=[C:6]([Cl:8])[CH:5]=[C:4]([NH:9][CH3:10])[C:3]=1[N+:11]([O-:13])=[O:12].[NH3:14]>O.C(O)C>[Cl:8][C:6]1[CH:5]=[C:4]([NH:9][CH3:10])[C:3]([N+:11]([O-:13])=[O:12])=[C:2]([NH2:14])[CH:7]=1. Procedure details: 0.034 mole (7.5 g) of 2,4-dichloro-6-methylaminonitrobenzene is added to 100 ml of a 28% solution of ammonia in water and 50 ml of ethanol in an autoclave. The reaction medium is heated for 12 hours at 145°-150° C., the pressure being 12 kg/cm2. The product expected precipitates from the reaction medium on cooling. After draining and re-impasting in water, it is dried by heating under vacuum in the presence of phosphorous pentoxide. Recrystallized from isopropanol, it melts at 129° C. The reactants are [Al+3], ClCCl, CC(C)c1ccccc1, [Cl-], [Cl-], [Cl-], O=C(Cl)CCCCl. Product: CC(C)c1ccc(C(=O)CCCCl)cc1. RXN SMILES: [Al+3:2].[CH2:21]([Cl:22])[Cl:23].[CH3:12][CH:13]([CH3:14])[c:15]1[cH:16][cH:17][cH:18][cH:19][cH:20]1.[Cl-:1].[Cl-:3].[Cl-:4].[Cl:5][CH2:6][CH2:7][CH2:8][C:9](=[O:10])[Cl:11]>>[Cl:5][CH2:6][CH2:7][CH2:8][C:9](=[O:10])[c:18]1[cH:17][cH:16][c:15]([CH:13]([CH3:12])[CH3:14])[cH:20][cH:19]1. Reactants: C(C)(C)[Mg]Cl (iPrMgCl), ClC1=C(C(=NC=C1)C(=O)NOC)C (4-chloro-N-methoxy-M-methylpicolinamide), [Si](C)(C)(C(C)(C)C)OCC(C)(C)N1C=C(C=2C=NC=CC21)I (1-(2-{[tert-butyl(dimethyl)silyl]oxy}-1,1-dimethylethyl)-3-iodo-1H-pyrrolo[3,2-c]pyridine). Run in C1CCOC1 (THF), C1CCOC1 (THF), C1CCOC1 (THF). Run at temperature -5 celsius, time 45 minute. The product is C(C)(C)(C)[SiH](OCC(C)(C)N1C=C(C=2C=NC=CC21)C(=O)C2=NC=CC(=C2)Cl)C ([1-(2-{[tert-butyl(methyl)silyl]oxy}-1,1-dimethylethyl)-1H-pyrrolo[3,2-c]pyridin-3-yl](4-chloropyridin-2-yl)methanone). Yield: 60.8%. As a reaction SMILES: [Si:1]([O:8][CH2:9][C:10]([N:13]1[C:21]2[CH:20]=[CH:19][N:18]=[CH:17][C:16]=2[C:15](I)=[CH:14]1)([CH3:12])[CH3:11])([C:4]([CH3:7])([CH3:6])[CH3:5])(C)[CH3:2].C([Mg]Cl)(C)C.[Cl:28][C:29]1[CH:34]=[CH:33][N:32]=[C:31]([C:35](NOC)=[O:36])[C:30]=1C>C1COCC1>[C:4]([SiH:1]([CH3:2])[O:8][CH2:9][C:10]([N:13]1[C:21]2[CH:20]=[CH:19][N:18]=[CH:17][C:16]=2[C:15]([C:35]([C:31]2[CH:30]=[C:29]([Cl:28])[CH:34]=[CH:33][N:32]=2)=[O:36])=[CH:14]1)([CH3:11])[CH3:12])([CH3:5])([CH3:6])[CH3:7]. Procedure: 1-(2-{[tert-butyl(dimethyl)silyl]oxy}-1,1-dimethylethyl)-3-iodo-1H-pyrrolo[3,2-c]pyridine (Preparation 65, 3.99 g, 9.06 mmol) was dissolved in THF (75 mL) and the solution was degassed and cooled to −5° C. 2M iPrMgCl in THF (5.44 mL, 10.9 mmol) was added dropwise and the resulting yellow solution stirred at this temperature for 45 minutes. A solution of 4-chloro-N-methoxy-M-methylpicolinamide (2.18 g, 10.9 mmol) in THF (20 mL) was added dropwise and the reaction allowed to warm to room temperatu... The reactants are Cc1nn(CC(=O)O)cc1-n1c(=O)n(C)c2cnc3ccc(Br)cc3c21, COc1ccc(B(O)O)cn1, O=C(O)C(F)(F)F, [K+], [K+], O=C([O-])[O-], CN(C)C=O, Cl[Pd]Cl, c1ccc(P(c2ccccc2)c2ccccc2)cc1, c1ccc(P(c2ccccc2)c2ccccc2)cc1. Yields the product COc1ccc(-c2ccc3ncc4c(c3c2)n(-c2cn(CC(=O)O)nc2C)c(=O)n4C)cn1. Reaction SMILES: [Br:1][c:2]1[cH:3][c:4]2[c:5]3[c:6]([cH:7][n:8][c:9]2[cH:10][cH:11]1)[n:12]([CH3:26])[c:13](=[O:25])[n:14]3-[c:15]1[c:16]([CH3:24])[n:17][n:18]([CH2:20][C:21](=[O:22])[OH:23])[cH:19]1.[CH3:27][O:28][c:29]1[n:30][cH:31][c:32]([B:35]([OH:36])[OH:37])[cH:33][cH:34]1.[F:49][C:50]([F:51])([F:52])[C:53]([OH:54])=[O:55].[K+:43].[K+:44].[O-:45][C:46]([O-:47])=[O:48].[O:38]=[CH:39][N:40]([CH3:41])[CH3:42].[Pd:56]([Cl:57])[Cl:58].[c:59]1([P:60]([c:61]2[cH:62][cH:63][cH:64][cH:65][cH:66]2)[c:67]2[cH:68][cH:69][cH:70][cH:71][cH:72]2)[cH:73][cH:74][cH:75][cH:76][cH:77]1.[c:78]1([P:79]([c:80]2[cH:81][cH:82][cH:83][cH:84][cH:85]2)[c:86]2[cH:87][cH:88][cH:89][cH:90][cH:91]2)[cH:92][cH:93][cH:94][cH:95][cH:96]1>>[c:2]1(-[c:32]2[cH:31][n:30][c:29]([O:28][CH3:27])[cH:34][cH:33]2)[cH:3][c:4]2[c:5]3[c:6]([cH:7][n:8][c:9]2[cH:10][cH:11]1)[n:12]([CH3:26])[c:13](=[O:25])[n:14]3-[c:15]1[c:16]([CH3:24])[n:17][n:18]([CH2:20][C:21](=[O:22])[OH:23])[cH:19]1. Reactants: C(N)(=O)C=1N=CN2C1N=C(C(=C2O)CCO)C (8-Carbamoyl-4-hydroxy-3-hydroxyethyl-2-methylimidazo[1,5-a]pyrimidine), P(=O)(Cl)(Cl)Cl (phosphorus oxychloride). Run at time 30 minute. Product: ClCCC=1C(=NC=2N(C1O)C=NC2C#N)C (3-Chloroethyl-8-cyano-4-hydroxy-2-methylimidazo[1,5-a]pyrimidine). RXN SMILES: [C:1]([C:4]1[N:5]=[CH:6][N:7]2[C:12]([OH:13])=[C:11]([CH2:14][CH2:15]O)[C:10]([CH3:17])=[N:9][C:8]=12)(=O)[NH2:2].P(Cl)(Cl)([Cl:20])=O>>[Cl:20][CH2:15][CH2:14][C:11]1[C:10]([CH3:17])=[N:9][C:8]2[N:7]([CH:6]=[N:5][C:4]=2[C:1]#[N:2])[C:12]=1[OH:13]. Procedure details: 0.17 mol of the compound obtained in Stage A of Example 3, dissolved in 200 ml of phosphorus oxychloride, is brought to 85° C. for one hour 30 minutes. The phosphorus oxychloride is then removed by evaporation under vacuum. 100 ml of water are added and the pH is adjusted to 7 using sodium bicarbonate to crystallize the expected compound. The latter is filtered off. Reactants: N(=NC(=O)OCC)C(=O)OCC (Diethyl azodicarboxylate), C(C=C)OC1=C(C(=O)O)C(=CC=C1C(F)(F)F)COC1=CC=C(C=C1)C1=CC=C(C=C1)CC(=O)OCC=C (2-(allyloxy)-6-{[(4′-{[(allyloxy)carbonyl]methyl}-1,1′-biphenyl-4-yl)oxy]methyl}-3-(trifluoromethyl)benzoic acid), CC(C)O (2-propanol), C1(=CC=CC=C1)P(C1=CC=CC=C1)C1=CC=CC=C1 (triphenylphosphine). Run in O1CCCC1 (tetrahydrofuran). Conditions: time 1 hour. Product: C(C=C)OC1=C(C(=O)OC(C)C)C(=CC=C1C(F)(F)F)COC1=CC=C(C=C1)C1=CC=C(C=C1)CC(=O)OCC=C (isopropyl 2-(allyloxy)-6-{[(4′-{[(allyloxy)carbonyl]methyl}-1,1′-biphenyl-4-yl)oxy]methyl}-3-(trifluoromethyl)benzoate). Yield: 85.5%. RXN SMILES: N(C(OCC)=O)=NC(OCC)=O.[CH2:13]([O:16][C:17]1[C:25]([C:26]([F:29])([F:28])[F:27])=[CH:24][CH:23]=[C:22]([CH2:30][O:31][C:32]2[CH:37]=[CH:36][C:35]([C:38]3[CH:43]=[CH:42][C:41]([CH2:44][C:45]([O:47][CH2:48][CH:49]=[CH2:50])=[O:46])=[CH:40][CH:39]=3)=[CH:34][CH:33]=2)[C:18]=1[C:19]([OH:21])=[O:20])[CH:14]=[CH2:15].[CH3:51][CH:52](O)[CH3:53].C1(P(C2C=CC=CC=2)C2C=CC=CC=2)C=CC=CC=1>O1CCCC1>[CH2:13]([O:16][C:17]1[C:25]([C:26]([F:28])([F:29])[F:27])=[CH:24][CH:23]=[C:22]([CH2:30][O:31][C:32]2[CH:37]=[CH:36][C:35]([C:38]3[CH:39]=[CH:40][C:41]([CH2:44][C:45]([O:47][CH2:48][CH:49]=[CH2:50])=[O:46])=[CH:42][CH:43]=3)=[CH:34][CH:33]=2)[C:18]=1[C:19]([O:21][CH:52]([CH3:53])[CH3:51])=[O:20])[CH:14]=[CH2:15]. Reported procedure: Diethyl azodicarboxylate (108 μl, 0.68 mmol) was added to a solution of 2-(allyloxy)-6-{[(4′-{[(allyloxy)carbonyl]methyl}-1,1′-biphenyl-4-yl)oxy]methyl}-3-(trifluoromethyl)benzoic acid (150 mg, 0.29 mmol), 2-propanol (26 μl, 0.34 mmol) and triphenylphosphine (180 mg, 0.68 mmol) in tetrahydrofuran (3 ml) at room temperature. After the mixture was stirred at room temperature for 1 hour, the solvent of the reaction mixture was removed under reduced pressure. The obtained residue was purified by sil...